This data is from the Open Reaction Database (ORD), a public repository of structured organic reaction records. The task is: describe an organic reaction: reactants, conditions, products, and yield Reactants: COC(=O)C=1C(=CC=C2C3=CC=CC=C3C(=CC12)OC)C(=O)OC (9-methoxy phenanthrene-1,2-dicarboxylic acid dimethyl ester), ice, 3, bromide boron chloride methylene, [Na+].C(O)([O-])=O (hydrogen carbonate sodium). The solvent is O (water), chloride methylene. Conditions: time 5 hour. Product: OC=1C2=CC=CC=C2C2=CC=C3C(=C2C1)C(=O)OC3=O (9-hydroxy phenanthrene-1,2-dicarboxylic acid anhydride). The yield is 88.4%. Reaction SMILES: C[O:2][C:3]([C:5]1[C:6]([C:21](OC)=[O:22])=[CH:7][CH:8]=[C:9]2[C:18]=1[CH:17]=[C:16]([O:19]C)[C:15]1[C:10]2=[CH:11][CH:12]=[CH:13][CH:14]=1)=[O:4].[Na+].C(=O)([O-])O>O>[OH:19][C:16]1[C:15]2[C:10]([C:9]3[C:18]([CH:17]=1)=[C:5]1[C:3]([O:2][C:21](=[O:22])[C:6]1=[CH:7][CH:8]=3)=[O:4])=[CH:11][CH:12]=[CH:13][CH:14]=2 |f:1.2|. Reported procedure: 9-methoxy phenanthrene-1,2-dicarboxylic acid dimethyl ester 8.11 g (0.025 mol) obtained in the example I-1 was dissolved in chloride methylene 100 ml, by ice-cooling and mixing under nitrogen gas airstreams, 1M 3 bromide boron/chloride methylene solution 100 ml (0.1 mol) was dropped for 60 minutes, and further a mixing reaction was performed for 5 hours under a room temperature. Then, reactants were poured into an ice, water was added, and further hydrogen carbonate sodium 8.4 g (0.1 mol) was ad...